This data is from the Open Reaction Database (ORD), a public repository of structured organic reaction records. The task is: describe an organic reaction: reactants, conditions, products, and yield Reactants: C(C)(C)(C)OC(=O)NC(=NC(=O)OC(C)(C)C)N1CC2=CC(=CC=C2CC1)OCC1CCN(CC1)CC(=O)C1=CC=CC=C1 (N,N′-di-tert-butoxycarbonyl-7-(1-phenacylpiperidin-4-ylmethoxy)-1,2,3,4-tetrahydroisoquinoline-2-carboxamidine), O (water), [BH4-].[Na+] (sodium borohydride). Solvent: O1CCCC1 (tetrahydrofuran), CO (methanol). Run at time 2 hour. Yields the product C(C)(C)(C)OC(=O)NC(=NC(=O)OC(C)(C)C)N1CC2=CC(=CC=C2CC1)OCC1CCN(CC1)CC(C1=CC=CC=C1)O (N,N′-Di-tert-butoxycarbonyl-7-[1-(2-hydroxy-2-phenylethyl)piperidin-4-ylmethoxy]-1,2,3,4-tetrahydroisoquinoline-2-carboxamidine). Yield: 74.8%. As a reaction SMILES: [C:1]([O:5][C:6]([NH:8][C:9]([N:18]1[CH2:27][CH2:26][C:25]2[C:20](=[CH:21][C:22]([O:28][CH2:29][CH:30]3[CH2:35][CH2:34][N:33]([CH2:36][C:37]([C:39]4[CH:44]=[CH:43][CH:42]=[CH:41][CH:40]=4)=[O:38])[CH2:32][CH2:31]3)=[CH:23][CH:24]=2)[CH2:19]1)=[N:10][C:11]([O:13][C:14]([CH3:17])([CH3:16])[CH3:15])=[O:12])=[O:7])([CH3:4])([CH3:3])[CH3:2].[BH4-].[Na+].O>O1CCCC1.CO>[C:14]([O:13][C:11]([NH:10][C:9]([N:18]1[CH2:27][CH2:26][C:25]2[C:20](=[CH:21][C:22]([O:28][CH2:29][CH:30]3[CH2:31][CH2:32][N:33]([CH2:36][CH:37]([OH:38])[C:39]4[CH:40]=[CH:41][CH:42]=[CH:43][CH:44]=4)[CH2:34][CH2:35]3)=[CH:23][CH:24]=2)[CH2:19]1)=[N:8][C:6]([O:5][C:1]([CH3:3])([CH3:4])[CH3:2])=[O:7])=[O:12])([CH3:15])([CH3:16])[CH3:17] |f:1.2|. Procedure details: To a solution of N,N′-di-tert-butoxycarbonyl-7-(1-phenacylpiperidin-4-ylmethoxy)-1,2,3,4-tetrahydroisoquinoline-2-carboxamidine (120 mg) in a mixture of tetrahydrofuran (1 ml) and methanol (0.2 ml) was added sodium borohydride (11 mg), and the mixture was stirred at room temperature for 2 hours. After completion of the reaction, water was added and the mixture was extracted with ethyl acetate and washed successively with water and saturated brine. The organic layer was dried over anhydrous sodiu... The reactants are BrCCOCCBr, O=C([O-])[O-], CN(C)C=O, Oc1ccn(-c2ccc(Cl)c(Cl)c2)n1, [I-], [K+], [K+], [Na+]. Yields the product Clc1ccc(-n2ccc(OCCOCCBr)n2)cc1Cl. Reaction SMILES: [Br:15][CH2:16][CH2:17][O:18][CH2:19][CH2:20][Br:21].[C:22](=[O:23])([O-:24])[O-:25].[CH3:30][N:31]([CH3:32])[CH:33]=[O:34].[Cl:1][c:2]1[cH:3][c:4](-[n:9]2[n:10][c:11]([OH:14])[cH:12][cH:13]2)[cH:5][cH:6][c:7]1[Cl:8].[I-:29].[K+:26].[K+:27].[Na+:28]>>[Cl:1][c:2]1[cH:3][c:4](-[n:9]2[n:10][c:11]([O:14][CH2:20][CH2:19][O:18][CH2:17][CH2:16][Br:15])[cH:12][cH:13]2)[cH:5][cH:6][c:7]1[Cl:8]. The reactants are C([O-])(O)=O.[Na+] (sodium bicarbonate), OC(C)(C=C)CCC=C(C)CCC=C(C)C (nerolidol), C(C)OCC (diethyl ether), P(Br)(Br)Br (phosphorus tribromide). Solvent: O (water), N1=CC=CC=C1 (pyridine). Conditions: time 12 hour. The product is C(C=C(C)CCC=C(C)CCC=C(C)C)Br (farnesyl bromide). Isolated yield 240.4%. Reaction SMILES: O[C:2]([CH2:6][CH2:7][CH:8]=[C:9]([CH2:11][CH2:12][CH:13]=[C:14]([CH3:16])[CH3:15])[CH3:10])([CH:4]=[CH2:5])[CH3:3].C(OCC)C.P(Br)(Br)[Br:23].C(=O)(O)[O-].[Na+]>O.N1C=CC=CC=1>[CH2:5]([Br:23])[CH:4]=[C:2]([CH2:6][CH2:7][CH:8]=[C:9]([CH2:11][CH2:12][CH:13]=[C:14]([CH3:16])[CH3:15])[CH3:10])[CH3:3] |f:3.4|. Procedure: Following the procedure reported by G. Pala et al. in Helv. Chim. Acta., 53, 1827- 1832 (1970), a mixture of 666 g of nerolidol (cis:trans= 40:60 ), 2,000 ml of diethyl ether and 20 ml of pyridine was cooled at -5° - -10° C. Thereto, 300 g of phosphorus tribromide was added dropwise slowly at the same temperature. Thereafter, the reaction was completed by further stirring of the mixture for 12 hours at the same temperature. The reaction mixture was poured into water and neutralized with sodium b... The reactants are CCOC(=O)C(=NOCC(C)C)C(C)=O, CC(=O)O, O=S(=O)(Cl)Cl. Product: CCOC(=O)C(=NOCC(C)C)C(=O)CCl. Reaction SMILES: [CH2:1]([CH:2]([CH3:3])[CH3:4])[O:5][N:6]=[C:7]([C:8](=[O:9])[O:10][CH2:11][CH3:12])[C:13]([CH3:14])=[O:15].[CH3:21][C:22](=[O:23])[OH:24].[S:16]([Cl:17])(=[O:18])([Cl:19])=[O:20]>>[CH2:1]([CH:2]([CH3:3])[CH3:4])[O:5][N:6]=[C:7]([C:8](=[O:9])[O:10][CH2:11][CH3:12])[C:13]([CH2:14][Cl:19])=[O:15]. Starting materials: COC(CCC1CC(C=C(C1)C)=O)(C)C (3-(3-methoxy-3-methylbutyl)-5-methylcyclohex-5-en-1-one), C[Li] (methyllithium), solution. Reagents/catalysts: [Cu]I (copper(I) iodide). Solvent: O1CCCC1 (tetrahydrofuran), O1CCCC1 (tetrahydrofuran), C(C)OCC (diethyl ether). Reaction conditions: temperature 0 celsius, time 0.5 hour. Yields the product COC(CCC1CC(CC(C1)(C)C)=O)(C)C (3-(3-methoxy-3-methylbutyl)-5,5-dimethylcyclohexan-1-one). Reaction SMILES: [CH3:1][Li].[CH3:3][O:4][C:5]([CH3:17])([CH3:16])[CH2:6][CH2:7][CH:8]1[CH2:13][C:12]([CH3:14])=[CH:11][C:10](=[O:15])[CH2:9]1>O1CCCC1.C(OCC)C.[Cu]I>[CH3:3][O:4][C:5]([CH3:17])([CH3:16])[CH2:6][CH2:7][CH:8]1[CH2:13][C:12]([CH3:1])([CH3:14])[CH2:11][C:10](=[O:15])[CH2:9]1. Reported procedure: To a suspension of copper(I) iodide (6.0 g, 0.032 mol) in tetrahydrofuran (120 mL) cooled to 0° C. was added a methyllithium solution (45 mL of a 1.4M solution in diethyl ether, 0.063 mol). After stirring 0.5 hour, 3-(3-methoxy-3-methylbutyl)-5-methylcyclohex-5-en-1-one (2.0 g, 0.0095 mL) in tetrahydrofuran (80 mL) was slowly added. After stirring 2.5 hours, the mixture was added to ice cold dilute hydrochloric acid. Subsequent workup yielded 3-(3-methoxy-3-methylbutyl)-5,5-dimethylcyclohexan-1-... Reaction SMILES: [N:1]1[CH:6]=[CH:5][CH:4]=[CH:3][C:2]=1[CH2:7][CH2:8][NH:9][C:10]1[CH:15]=[CH:14][C:13]([O:16][CH3:17])=[CH:12][CH:11]=1.CS(C)=O.[OH-].[K+].[CH2:24](OS(OCC)(=O)=O)[CH3:25]>C1(C)C=CC=CC=1>[CH2:24]([N:9]([CH2:8][CH2:7][C:2]1[CH:3]=[CH:4][CH:5]=[CH:6][N:1]=1)[C:10]1[CH:11]=[CH:12][C:13]([O:16][CH3:17])=[CH:14][CH:15]=1)[CH3:25] |f:2.3|. Solvent: C1(=CC=CC=C1)C (toluene). Reported procedure: With stirring 10.6 g (0.044 mole) of N-[2-(2-pyridyl)ethyl]-4-methoxy-aniline, prepared in a manner similar to that described in Example 1, part A, was added to 25.0 ml of dimethylsulfoxide. After the solution was complete, 4.9 g of ground potassium hydroxide was added slowly to the solution maintaining a temperature under 40° C. After approximately one hour 13.6 g (0.088 mole) of diethylsulfate was added dropwise to the reaction mixture while maintaining a temperature in the range of 25°-40° C.... Conditions: temperature 40 celsius. Isolated yield 48.8%. Starting materials: N1=C(C=CC=C1)CCNC1=CC=C(C=C1)OC (N-[2-(2-pyridyl)ethyl]-4-methoxy-aniline), C(C)OS(=O)(=O)OCC (diethylsulfate), resultant mixture, CS(=O)C (dimethylsulfoxide), [OH-].[K+] (potassium hydroxide). Yields the product C(C)N(C1=CC=C(C=C1)OC)CCC1=NC=CC=C1 (N-ethyl-N-[2-(2-pyridyl)ethyl]-4-methoxyaniline).